From a dataset of the Open Reaction Database (ORD), a public repository of structured organic reaction records. describe an organic reaction: reactants, conditions, products, and yield Starting materials: ClC=1C=C(C=C(C1F)Cl)C(F)(F)F (3,5-dichloro-4-fluorobenzotrifluoride), FC1=CC=C2C=CNC2=C1 (6-fluoroindole), C([O-])([O-])=O.[K+].[K+] (potassium carbonate). Solvent: CN(C=O)C (dimethylformamide), O (water). Conditions: temperature 90 celsius, time 16 hour. The product is ClC1=C(C(=CC(=C1)C(F)(F)F)Cl)N1C=CC2=CC=C(C=C12)F (1-(2,6-Dichloro-4-trifluoromethylphenyl)-6-fluoroindole). Reaction SMILES: [Cl:1][C:2]1[CH:3]=[C:4]([C:10]([F:13])([F:12])[F:11])[CH:5]=[C:6]([Cl:9])[C:7]=1F.[F:14][C:15]1[CH:23]=[C:22]2[C:18]([CH:19]=[CH:20][NH:21]2)=[CH:17][CH:16]=1.C(=O)([O-])[O-].[K+].[K+]>CN(C)C=O.O>[Cl:1][C:2]1[CH:3]=[C:4]([C:10]([F:13])([F:12])[F:11])[CH:5]=[C:6]([Cl:9])[C:7]=1[N:21]1[C:22]2[C:18](=[CH:17][CH:16]=[C:15]([F:14])[CH:23]=2)[CH:19]=[CH:20]1 |f:2.3.4|. Procedure details: To a solution of 3,5-dichloro-4-fluorobenzotrifluoride (34.5 g) in dimethylformamide (250 ml) was added 6-fluoroindole (34.5 g) and potassium carbonate (20.4 g). The mixture was heated at 90° C. for 6 hours and then left to stir for 16 hours at room temperature. The reaction was diluted with water (1000 ml) and extracted with hexane (1000 ml). The organic fraction was separated and evaporated to dryness to give the title compound as a colourless liquid. δ(CDCl3): 7.80 (2H,s), 7.62 (1H,dd), 7.20 ...